Dataset: the Open Reaction Database (ORD), a public repository of structured organic reaction records. Task: describe an organic reaction: reactants, conditions, products, and yield The reactants are CC(=C)[C@H]1CCC(=CC1)CO (perillyl alcohol), CC1(C2CCC3(C1C2)CO3)C (beta pinene oxide). Yields the product CC(=C)C1CCC(=CC1)COC(=O)C (perillyl acetate), CC1(C2CCC3(C1C2)CO3)C (beta-pinene oxide). RXN SMILES: [CH3:1][C:2]([C@@H:4]1[CH2:9][CH:8]=[C:7]([CH2:10][OH:11])[CH2:6][CH2:5]1)=[CH2:3].[CH3:12][C:13]1([CH3:22])[CH:18]2[CH2:19][CH:14]1[CH2:15][CH2:16][C:17]12[O:21][CH2:20]1>>[CH3:3][C:2]([CH:4]1[CH2:5][CH:6]=[C:7]([CH2:10][O:11][C:20]([CH3:17])=[O:21])[CH2:8][CH2:9]1)=[CH2:1].[CH3:12][C:13]1([CH3:22])[CH:18]2[CH2:19][CH:14]1[CH2:15][CH2:16][C:17]12[O:21][CH2:20]1. Reported procedure: Among other routes that have been developed to prepare perillyl alcohol from beta pinene oxide is that reported by T. K. Keenan in 1966 who produced perillyl acetate from beta-pinene oxide by refluxing beta-pinene oxide with acetic anhydride and acetic acid for seven hours followed by removal of the acetate to afford a nine percent (9%) yield of perillyl alcohol based on the starting beta-pinene oxide (B.S. Thesis Mass. Institute of Tech.). The applicants found the process to be reproducible alb...